This data is from the Open Reaction Database (ORD), a public repository of structured organic reaction records. The task is: describe an organic reaction: reactants, conditions, products, and yield Starting materials: C1CCOC1, CCOP(=O)(CC#N)OCC, [H-], [Na+], CCOC(=O)C1CC(=O)CCN1C(=O)OC(C)(C)C. Product: CCOC(=O)C1CC(=CC#N)CCN1C(=O)OC(C)(C)C. Reaction SMILES: [CH2:33]1[O:34][CH2:35][CH2:36][CH2:37]1.[CH2:3]([O:4][P:5](=[O:6])([O:7][CH2:8][CH3:9])[CH2:11][C:12]#[N:13])[CH3:10].[H-:1].[Na+:2].[O:14]=[C:15]1[CH2:16][CH:17]([C:28](=[O:29])[O:30][CH2:31][CH3:32])[N:18]([C:21](=[O:22])[O:23][C:24]([CH3:25])([CH3:26])[CH3:27])[CH2:19][CH2:20]1>>[CH:11]([C:12]#[N:13])=[C:15]1[CH2:16][CH:17]([C:28](=[O:29])[O:30][CH2:31][CH3:32])[N:18]([C:21](=[O:22])[O:23][C:24]([CH3:25])([CH3:26])[CH3:27])[CH2:19][CH2:20]1. Starting materials: N1(CCCCC1)C1=C(C=CC=C1)C(CCC)N (1-(2-piperidino-phenyl)-1-butylamine), C(CC)OC=1C=C(C=CC1C(=O)OCCC)CC(=O)O (3-n-propoxy-4-n-propoxycarbonyl-phenylacetic acid). Yields the product C(CC)OC1=C(C(=O)OCCC)C=CC(=C1)CC(=O)NC(CCC)C1=C(C=CC=C1)N1CCCCC1 (n-Propyl 2-n-propoxy-4-[N-{1-(2-piperidino-phenyl)-1-butyl}-aminocarbonylmethyl]-benzoate). As a reaction SMILES: [N:1]1([C:7]2[CH:12]=[CH:11][CH:10]=[CH:9][C:8]=2[CH:13]([NH2:17])[CH2:14][CH2:15][CH3:16])[CH2:6][CH2:5][CH2:4][CH2:3][CH2:2]1.[CH2:18]([O:21][C:22]1[CH:23]=[C:24]([CH2:34][C:35](O)=[O:36])[CH:25]=[CH:26][C:27]=1[C:28]([O:30][CH2:31][CH2:32][CH3:33])=[O:29])[CH2:19][CH3:20]>>[CH2:18]([O:21][C:22]1[CH:23]=[C:24]([CH2:34][C:35]([NH:17][CH:13]([C:8]2[CH:9]=[CH:10][CH:11]=[CH:12][C:7]=2[N:1]2[CH2:6][CH2:5][CH2:4][CH2:3][CH2:2]2)[CH2:14][CH2:15][CH3:16])=[O:36])[CH:25]=[CH:26][C:27]=1[C:28]([O:30][CH2:31][CH2:32][CH3:33])=[O:29])[CH2:19][CH3:20]. Reported procedure: Prepared from 1-(2-piperidino-phenyl)-1-butylamine and 3-n-propoxy-4-n-propoxycarbonyl-phenylacetic acid. Starting materials: ClCCl, O=C(OO)c1cccc(Cl)c1, CS(=O)c1ccc(-c2ccc(C=C(Cl)Cl)s2)cc1, [Na+], [Na+], O=S([O-])([O-])=S. The product is CS(=O)(=O)c1ccc(-c2ccc(C=C(Cl)Cl)s2)cc1. As a reaction SMILES: [CH2:37]([Cl:38])[Cl:39].[Cl:19][c:20]1[cH:21][cH:22][cH:23][c:24]([C:25]([O:26][OH:28])=[O:27])[cH:29]1.[Cl:1][C:2](=[CH:3][c:4]1[s:5][c:6](-[c:9]2[cH:10][cH:11][c:12]([S:15](=[O:16])[CH3:17])[cH:13][cH:14]2)[cH:7][cH:8]1)[Cl:18].[Na+:35].[Na+:36].[S:30]([O-:31])([O-:32])(=[O:33])=[S:34]>>[Cl:1][C:2](=[CH:3][c:4]1[s:5][c:6](-[c:9]2[cH:10][cH:11][c:12]([S:15](=[O:16])([CH3:17])=[O:27])[cH:13][cH:14]2)[cH:7][cH:8]1)[Cl:18]. The reactants are Cc1ccc(CN2C(=O)c3ccccc3C2(O)c2ccc(Cl)cc2)cc1, CN(C)C=O, O=S(Cl)Cl. Yields the product Cc1ccc(CN2C(=O)c3ccccc3C2(Cl)c2ccc(Cl)cc2)cc1. Reaction SMILES: [Cl:1][c:2]1[cH:3][cH:4][c:5]([C:8]2([OH:26])[N:9]([CH2:18][c:19]3[cH:20][cH:21][c:22]([CH3:25])[cH:23][cH:24]3)[C:10](=[O:17])[c:11]3[cH:12][cH:13][cH:14][cH:15][c:16]32)[cH:6][cH:7]1.[O:31]=[CH:32][N:33]([CH3:34])[CH3:35].[S:27]([Cl:28])([Cl:29])=[O:30]>>[Cl:1][c:2]1[cH:3][cH:4][c:5]([C:8]2([Cl:29])[N:9]([CH2:18][c:19]3[cH:20][cH:21][c:22]([CH3:25])[cH:23][cH:24]3)[C:10](=[O:17])[c:11]3[cH:12][cH:13][cH:14][cH:15][c:16]32)[cH:6][cH:7]1. Reactants: [N+](=O)([O-])C=1C=C(C(=[N+](C1)[O-])C(=O)OCC)C(=O)OCC (diethyl 5-nitropyridine-2,3-dicarboxylate-N-oxide). The reagents and catalysts are [Fe] (iron). Solvent: C(C)(=O)O (acetic acid), C(C)(=O)O (acetic acid). Conditions: time 20 minute. The product is NC=1C=C(C(=NC1)C(=O)OCC)C(=O)OCC (Diethyl 5-aminopyridine-2,3-dicarboxylate). RXN SMILES: [N+:1]([C:4]1[CH:5]=[C:6]([C:16]([O:18][CH2:19][CH3:20])=[O:17])[C:7]([C:11]([O:13][CH2:14][CH3:15])=[O:12])=[N+:8]([O-])[CH:9]=1)([O-])=O>C(O)(=O)C.[Fe]>[NH2:1][C:4]1[CH:5]=[C:6]([C:16]([O:18][CH2:19][CH3:20])=[O:17])[C:7]([C:11]([O:13][CH2:14][CH3:15])=[O:12])=[N:8][CH:9]=1. Reported procedure: 17 g (0.060 mol) of diethyl 5-nitropyridine-2,3-dicarboxylate-N-oxide in 200 ml of glacial acetic acid were added to a mixture of 10.7 g (0.19 mol) of iron powder in 50 ml of glacial acetic acid at 70° C. with stirring in the course of 20 minutes. After stirring at 70° C. for 1 hour, the reaction mixture was cooled, and the precipitate was filtered off with suction and washed with ethyl acetate. The filtrate was concentrated under reduced pressure, dissolved in methylene chloride, washed with wa... Reactants: CC(C)(C#N)CCCCBr, CS(C)=O, C[N+](C)(C)[O-]. Product: CC(C)(C#N)CCCC=O. As a reaction SMILES: [Br:6][CH2:7][CH2:8][CH2:9][CH2:10][C:11]([C:12]#[N:13])([CH3:14])[CH3:15].[CH3:16][S:17]([CH3:18])=[O:19].[CH3:1][N+:2]([CH3:3])([CH3:4])[O-:5]>>[O:5]=[CH:7][CH2:8][CH2:9][CH2:10][C:11]([C:12]#[N:13])([CH3:14])[CH3:15]. The reactants are CC12CCC3C(CC=C4CC(I)CCC43C)C1CCC2=O, OCCO, Cc1ccc(S(=O)(=O)O)cc1, c1ccccc1. Product: CC12CCC(I)CC1=CCC1C2CCC2(C)C1CCC21OCCO1. RXN SMILES: [I:1][CH:2]1[CH2:3][C:4]2=[CH:5][CH2:6][CH:7]3[CH:8]4[CH2:9][CH2:10][C:11](=[O:21])[C:12]4([CH3:13])[CH2:14][CH2:15][CH:16]3[C:17]2([CH3:20])[CH2:18][CH2:19]1.[OH:22][CH2:23][CH2:24][OH:25].[c:26]1([CH3:27])[cH:28][cH:29][c:30]([S:31]([OH:32])(=[O:33])=[O:34])[cH:35][cH:36]1.[cH:37]1[cH:38][cH:39][cH:40][cH:41][cH:42]1>>[I:1][CH:2]1[CH2:3][C:4]2=[CH:5][CH2:6][CH:7]3[CH:8]4[CH2:9][CH2:10][C:11]5([C:12]4([CH3:13])[CH2:14][CH2:15][CH:16]3[C:17]2([CH3:20])[CH2:18][CH2:19]1)[O:21][CH2:24][CH2:23][O:22]5.